describe an organic reaction: reactants, conditions, products, and yield From a dataset of the Open Reaction Database (ORD), a public repository of structured organic reaction records. Starting materials: ClC1=CC=NC2=CC(=CC=C12)Cl (4,7-dichloroquinoline), NC1=CC=C(C=C1)S(=O)(=O)N1CCN(CC1)C1=C(C=CC=C1F)F (1-[(p-aminophenyl)-sulfonyl]-4-(2,6-difluorophenyl)piperazine). The product is FC1=C(C(=CC=C1)F)N1CCN(CC1)S(=O)(=O)C1=CC=C(C=C1)NC1=CC=NC2=CC(=CC=C12)Cl (1-(2,6-difluorophenyl)-4-[[4-[[7-chloro-4-quinolinyl]amino]phenyl]sulfonyl]piperazine). Reaction SMILES: Cl[C:2]1[C:11]2[C:6](=[CH:7][C:8]([Cl:12])=[CH:9][CH:10]=2)[N:5]=[CH:4][CH:3]=1.[NH2:13][C:14]1[CH:19]=[CH:18][C:17]([S:20]([N:23]2[CH2:28][CH2:27][N:26]([C:29]3[C:34]([F:35])=[CH:33][CH:32]=[CH:31][C:30]=3[F:36])[CH2:25][CH2:24]2)(=[O:22])=[O:21])=[CH:16][CH:15]=1>>[F:35][C:34]1[CH:33]=[CH:32][CH:31]=[C:30]([F:36])[C:29]=1[N:26]1[CH2:27][CH2:28][N:23]([S:20]([C:17]2[CH:18]=[CH:19][C:14]([NH:13][C:2]3[C:11]4[C:6](=[CH:7][C:8]([Cl:12])=[CH:9][CH:10]=4)[N:5]=[CH:4][CH:3]=3)=[CH:15][CH:16]=2)(=[O:21])=[O:22])[CH2:24][CH2:25]1. Procedure: In the manner given in Example 1C, 4,7-dichloroquinoline is heated with 1-[(p-aminophenyl)-sulfonyl]-4-(2,6-difluorophenyl)piperazine to give 1-(2,6-difluorophenyl)-4-[[4-[[7-chloro-4-quinolinyl]amino]phenyl]sulfonyl]piperazine. The reactants are FC=1C=C2C(=NC1)N(C=C2)S(=O)(=O)C2=CC=C(C=C2)C (5-fluoro-1-(toluene-4-sulfonyl)-1H-pyrrolo[2,3-b]pyridine), II (iodine), solution, [Li+].CCC[CH2-] (N-butyllithium). Solvent: C(C)(=O)OCC (ethyl acetate), O1CCCC1 (tetrahydrofuran), O1CCCC1 (tetrahydrofuran), CCCCCC (hexane). Conditions: temperature -75 celsius, time 1 hour. The product is FC=1C=C2C(=NC1)N(C(=C2)I)S(=O)(=O)C2=CC=C(C=C2)C (5-fluoro-2-iodo-1-(toluene-4-sulfonyl)-1H-pyrrolo[2,3-b]pyridine). The yield is 71.7%. Reaction SMILES: [Li+].CCC[CH2-].[F:6][C:7]1[CH:8]=[C:9]2[CH:15]=[CH:14][N:13]([S:16]([C:19]3[CH:24]=[CH:23][C:22]([CH3:25])=[CH:21][CH:20]=3)(=[O:18])=[O:17])[C:10]2=[N:11][CH:12]=1.[I:26]I>CCCCCC.O1CCCC1.C(OCC)(=O)C>[F:6][C:7]1[CH:8]=[C:9]2[CH:15]=[C:14]([I:26])[N:13]([S:16]([C:19]3[CH:24]=[CH:23][C:22]([CH3:25])=[CH:21][CH:20]=3)(=[O:17])=[O:18])[C:10]2=[N:11][CH:12]=1 |f:0.1|. Reported procedure: 7.54 ml of a solution of N-butyllithium at 1.6 N in hexane is added, dropwise, maintaining the temperature of the medium in the region of −75° C., to a solution, cooled to approximately −78° C., of 3.5 g of 5-fluoro-1-(toluene-4-sulfonyl)-1H-pyrrolo[2,3-b]pyridine in 100 ml of tetrahydrofuran. After agitation for approximately one hour at the same temperature, a solution of 6.12 g of bisublimated iodine in 50 ml of tetrahydrofuran is run in dropwise. After the temperature has returned to around ... The reactants are BrC1=C(C=C(C=C1)F)N1N=CN(C1=O)C (1-(2-bromo-5-fluorophenyl)-4-methyl-1H-1,2,4-triazol-5(4H)-one), C(#N)[Cu] (CuCN). Run in CN1CCCC1=O (NMP). Yields the product FC1=CC(=C(C#N)C=C1)N1N=CN(C1=O)C (4-Fluoro-2-(4-methyl-5-oxo-4,5-dihydro-1H-1,2,4-triazol-1-yl)benzonitrile). The yield is 78.5%. As a reaction SMILES: Br[C:2]1[CH:7]=[CH:6][C:5]([F:8])=[CH:4][C:3]=1[N:9]1[C:13](=[O:14])[N:12]([CH3:15])[CH:11]=[N:10]1.[C:16]([Cu])#[N:17]>CN1C(=O)CCC1>[F:8][C:5]1[CH:6]=[CH:7][C:2]([C:16]#[N:17])=[C:3]([N:9]2[C:13](=[O:14])[N:12]([CH3:15])[CH:11]=[N:10]2)[CH:4]=1. Reported procedure: A mixture of 1-(2-bromo-5-fluorophenyl)-4-methyl-1H-1,2,4-triazol-5(4H)-one (0.484 g, 1.78 mmol), CuCN (0.319 g, 3.56 mmol), and 8 mL of NMP was subjected to microwave irradiation at 120° C. for 3 h. The brown mixture was filtered over Celite® and washed with DMF. This solution was treated with 10% aqueous NH4OH (28-30% solution) and extracted with EtOAc. The combined organic fractions were successively washed with 10% aqueous NH4OH (28-30% solution), saturated aqueous NH4Cl, water, brine and dr... Reactants: [H][H] (hydrogen), NC=1SC=C(N1)[C@H]1N(C[C@H](C1)SC1=C(N2C([C@@H]([C@H]2C1)[C@@H](C)OC(=O)OCC1=CC=C(C=C1)[N+](=O)[O-])=O)C(=O)OCC1=CC=C(C=C1)[N+](=O)[O-])C(=O)OCC1=CC=C(C=C1)[N+](=O)[O-] (4-nitrobenzyl (5R,6S)-3-[(2S,4S)-2-(2-aminothiazol-4-yl)-1-(4-nitrobenzyloxycarbonyl) pyrrolidin-4-ylthio]-6-[(1R)-1-(4-nitrobenzyloxycarbonyloxy) ethyl]-7-oxo-1-azabicyclo[3.2.0]hept-2-ene-2-carboxylate), P(=O)([O-])([O-])[O-] (phosphate). The reagents and catalysts are [OH-].[OH-].[Pd+2] (palladium hydroxide on carbon). Run in O1CCCC1 (tetrahydrofuran). Yields the product NC=1SC=C(N1)[C@H]1NC[C@H](C1)SC1=C(N2C([C@@H]([C@H]2C1)[C@@H](C)O)=O)C(=O)O ((5 R,6S)-3-[(2S,4S)-2-(2-aminothiazol-4-yl) pyrrolidin-4-ylthio]-6-[(1R)-1-hydroxyethyl]-7-oxo-1-azabicyclo [3.2.0]hept-2-ene-2-carboxylic acid). Yield: 65.5%. RXN SMILES: [NH2:1][C:2]1[S:3][CH:4]=[C:5]([C@@H:7]2[CH2:11][C@H:10]([S:12][C:13]3[CH2:19][C@H:18]4[N:15]([C:16](=[O:36])[C@@H:17]4[C@H:20]([O:22]C(OCC4C=CC([N+]([O-])=O)=CC=4)=O)[CH3:21])[C:14]=3[C:37]([O:39]CC3C=CC([N+]([O-])=O)=CC=3)=[O:38])[CH2:9][N:8]2C(OCC2C=CC([N+]([O-])=O)=CC=2)=O)[N:6]=1.P([O-])([O-])([O-])=O.[H][H]>[OH-].[OH-].[Pd+2].O1CCCC1>[NH2:1][C:2]1[S:3][CH:4]=[C:5]([C@@H:7]2[CH2:11][C@H:10]([S:12][C:13]3[CH2:19][C@H:18]4[N:15]([C:16](=[O:36])[C@@H:17]4[C@H:20]([OH:22])[CH3:21])[C:14]=3[C:37]([OH:39])=[O:38])[CH2:9][NH:8]2)[N:6]=1 |f:3.4.5|. Procedure details: A mixture of 4-nitrobenzyl (5R,6S)-3-[(2S,4S)-2-(2-aminothiazol-4-yl)-1-(4-nitrobenzyloxycarbonyl) pyrrolidin-4-ylthio]-6-[(1R)-1-(4-nitrobenzyloxycarbonyloxy) ethyl]-7-oxo-1-azabicyclo[3.2.0]hept-2-ene-2-carboxylate (1.85 g), 20% palladium hydroxide on carbon (500 mg), 0.05M phosphate buffer (pH 6.5, 30 ml) and tetrahydrofuran (50 ml) was stirred at room temperature for 4 hours under atmospheric pressure of hydrogen. After the catalyst was filtered off, the filtrate was concentrated to remove t... The reactants are C=C(CO)CCO, CS(=O)(=O)Nc1ccc(Cl)cc1I, C1CCOC1, c1ccc(P(c2ccccc2)c2ccccc2)cc1. Yields the product C=C(CCO)CN(c1ccc(Cl)cc1I)S(C)(=O)=O. As a reaction SMILES: [CH2:33]=[C:34]([CH2:35][OH:36])[CH2:37][CH2:38][OH:39].[Cl:20][c:21]1[cH:22][c:23]([I:32])[c:24]([NH:25][S:26](=[O:27])(=[O:28])[CH3:29])[cH:30][cH:31]1.[O:40]1[CH2:41][CH2:42][CH2:43][CH2:44]1.[c:1]1([P:2]([c:3]2[cH:4][cH:5][cH:6][cH:7][cH:8]2)[c:9]2[cH:10][cH:11][cH:12][cH:13][cH:14]2)[cH:15][cH:16][cH:17][cH:18][cH:19]1>>[Cl:20][c:21]1[cH:22][c:23]([I:32])[c:24]([N:25]([S:26](=[O:27])(=[O:28])[CH3:29])[CH2:35][C:34](=[CH2:33])[CH2:37][CH2:38][OH:39])[cH:30][cH:31]1. Reactants: C(CCCCCC)C#N (heptylcyanide), C(O)CN (ethanolamine). Reagents/catalysts: O.O.C(C)(=O)[O-].[Cd+2].C(C)(=O)[O-] (cadmium acetate dihydrate). Conditions: temperature 120 celsius, time 2 day. Product: C(CCCCCC)C=1OCCN1 (2-(n-Heptyl)-2-Oxazoline). As a reaction SMILES: [CH2:1]([C:8]#[N:9])[CH2:2][CH2:3][CH2:4][CH2:5][CH2:6][CH3:7].[CH2:10]([CH2:12]N)[OH:11]>O.O.C([O-])(=O)C.[Cd+2].C([O-])(=O)C>[CH2:1]([C:8]1[O:11][CH2:10][CH2:12][N:9]=1)[CH2:2][CH2:3][CH2:4][CH2:5][CH2:6][CH3:7] |f:2.3.4.5.6|. Procedure: A mixture of about 100.0 grams (0.774 mole) of heptylcyanide, about 47.3 grams (0.774 mole) ethanolamine, and about 4.8 grams (0.019 mole) cadmium acetate dihydrate is heated to about 120 degrees C. to about 130 degrees C. for about 2 days. The mixture is distilled under vacuum and the fraction boiling at about 109 degrees C. to about 116 degrees C. at about 28 mmHg is collected for later use.